From a dataset of the Open Reaction Database (ORD), a public repository of structured organic reaction records. describe an organic reaction: reactants, conditions, products, and yield Starting materials: CN1CC(O)C(Nc2ccc(Br)cc2[N+](=O)[O-])C1, ClCCl, CC1(C)OB(C=C2c3ccccc3COc3cc(F)ccc32)OC1(C)C, [K+], [K+], O=C([O-])[O-], CC(=O)[O-], CC(=O)[O-], C1COCCO1, O, O, [Pd+2], c1ccc(P(c2ccccc2)c2ccccc2)cc1. Product: CN1CC(O)C(Nc2ccc(C=C3c4ccccc4COc4cc(F)ccc43)cc2[N+](=O)[O-])C1. Reaction SMILES: [Br:1][c:2]1[cH:3][c:4]([N+:16](=[O:17])[O-:18])[c:5]([NH:8][CH:9]2[CH:10]([OH:15])[CH2:11][N:12]([CH3:14])[CH2:13]2)[cH:6][cH:7]1.[Cl:78][CH2:79][Cl:80].[F:19][c:20]1[cH:21][cH:22][c:23]2[c:24]([cH:44]1)[O:25][CH2:26][c:27]1[c:28]([cH:40][cH:41][cH:42][cH:43]1)[C:29]2=[CH:30][B:31]1[O:32][C:33]([CH3:34])([CH3:35])[C:36]([CH3:37])([CH3:38])[O:39]1.[K+:64].[K+:65].[O-:66][C:67]([O-:68])=[O:69].[O-:82][C:83]([CH3:84])=[O:85].[O-:86][C:87]([CH3:88])=[O:89].[O:71]1[CH2:72][CH2:73][O:74][CH2:75][CH2:76]1.[OH2:70].[OH2:77].[Pd+2:81].[c:45]1([P:46]([c:47]2[cH:48][cH:49][cH:50][cH:51][cH:52]2)[c:53]2[cH:54][cH:55][cH:56][cH:57][cH:58]2)[cH:59][cH:60][cH:61][cH:62][cH:63]1>>[c:2]1([CH:30]=[C:29]2[c:23]3[cH:22][cH:21][c:20]([F:19])[cH:44][c:24]3[O:25][CH2:26][c:27]3[c:28]2[cH:40][cH:41][cH:42][cH:43]3)[cH:3][c:4]([N+:16](=[O:17])[O-:18])[c:5]([NH:8][CH:9]2[CH:10]([OH:15])[CH2:11][N:12]([CH3:14])[CH2:13]2)[cH:6][cH:7]1. The reactants are CC(C)C(=O)Nc1cccc(C2CCN(CCCN)CC2)c1, CCCCCC(C(=O)O)(c1ccccc1)c1ccccc1. Yields the product CCCCCC(C(=O)NCCCN1CCC(c2cccc(NC(=O)C(C)C)c2)CC1)(c1ccccc1)c1ccccc1. Reaction SMILES: [NH2:22][CH2:23][CH2:24][CH2:25][N:26]1[CH2:27][CH2:28][CH:29]([c:32]2[cH:33][c:34]([NH:38][C:39]([CH:40]([CH3:41])[CH3:42])=[O:43])[cH:35][cH:36][cH:37]2)[CH2:30][CH2:31]1.[c:1]1([C:7]([C:8](=[O:9])[OH:10])([CH2:11][CH2:12][CH2:13][CH2:14][CH3:15])[c:16]2[cH:17][cH:18][cH:19][cH:20][cH:21]2)[cH:2][cH:3][cH:4][cH:5][cH:6]1>>[c:1]1([C:7]([C:8](=[O:10])[NH:22][CH2:23][CH2:24][CH2:25][N:26]2[CH2:27][CH2:28][CH:29]([c:32]3[cH:33][c:34]([NH:38][C:39]([CH:40]([CH3:41])[CH3:42])=[O:43])[cH:35][cH:36][cH:37]3)[CH2:30][CH2:31]2)([CH2:11][CH2:12][CH2:13][CH2:14][CH3:15])[c:16]2[cH:17][cH:18][cH:19][cH:20][cH:21]2)[cH:2][cH:3][cH:4][cH:5][cH:6]1. Starting materials: COC(CCNC(C1=CC=C(C=C1)C(CC(C)C)SC1=CC=C(C=C1)Br)=O)=O (3-{4-[1-(4-bromo-phenylsulfanyl)-3-methyl-butyl]-benzoylamino}-propionic acid methyl ester), tetrakis-(triphenylphosphine)palladium, C([O-])([O-])=O.[K+].[K+] (potassium carbonate), FC(OC1=CC=C(C=C1)B(O)O)(F)F (4-trifluoromethoxylphenyl boronic acid). Product: COC(CCNC(C1=CC=C(C=C1)C(CC(C)C)SC1=CC=C(C=C1)C1=CC=C(C=C1)OC(F)(F)F)=O)=O (3-{4-[3-Methyl-1-(4′-trifluoromethoxy-biphenyl-4-ylsulfanyl)-butyl]-benzoylamino}-propionic acid methyl ester). Yield: 71.8%. Reaction SMILES: [CH3:1][O:2][C:3](=[O:28])[CH2:4][CH2:5][NH:6][C:7](=[O:27])[C:8]1[CH:13]=[CH:12][C:11]([CH:14]([S:19][C:20]2[CH:25]=[CH:24][C:23](Br)=[CH:22][CH:21]=2)[CH2:15][CH:16]([CH3:18])[CH3:17])=[CH:10][CH:9]=1.C(=O)([O-])[O-].[K+].[K+].[F:35][C:36]([F:48])([F:47])[O:37][C:38]1[CH:43]=[CH:42][C:41](B(O)O)=[CH:40][CH:39]=1>>[CH3:1][O:2][C:3](=[O:28])[CH2:4][CH2:5][NH:6][C:7](=[O:27])[C:8]1[CH:13]=[CH:12][C:11]([CH:14]([S:19][C:20]2[CH:25]=[CH:24][C:23]([C:41]3[CH:40]=[CH:39][C:38]([O:37][C:36]([F:35])([F:47])[F:48])=[CH:43][CH:42]=3)=[CH:22][CH:21]=2)[CH2:15][CH:16]([CH3:18])[CH3:17])=[CH:10][CH:9]=1 |f:1.2.3|. Procedure details: 3-{4-[1-(4-bromo-phenylsulfanyl)-3-methyl-butyl]-benzoylamino}-propionic acid methyl ester (350 mg, 0.75 mmol), potassium carbonate (311 mg, 2.25 mmol), 4-trifluoromethoxylphenyl boronic acid (311 mg, 1.5 mmol) and tetrakis-(triphenylphosphine)palladium (87 mg, 0.075 mmol) are place in a flask. After the reaction is purged with N2 for several times, THF/H2O (20 ml/5 ml) is added. The resulting solution is refluxed overnight, loaded on silica gel, eluted with hexane and ethyl acetate to give 3-{4... The reactants are CC(c1c(Cl)cccc1Cl)c1c[nH]c2ncc(Br)cc12, O=C([O-])[O-], CC1(C)OB(c2cnn(C3CCNCC3)c2)OC1(C)C, COCCOC, Cl, [K+], [K+], O. Yields the product CC(c1c(Cl)cccc1Cl)c1c[nH]c2ncc(-c3cnn(C4CCNCC4)c3)cc12. As a reaction SMILES: [Br:1][c:2]1[cH:3][c:4]2[c:5]([n:6][cH:7]1)[nH:8][cH:9][c:10]2[CH:11]([CH3:12])[c:13]1[c:14]([Cl:20])[cH:15][cH:16][cH:17][c:18]1[Cl:19].[C:42](=[O:43])([O-:44])[O-:45].[CH3:22][C:23]1([CH3:24])[C:25]([CH3:26])([CH3:27])[O:28][B:29]([c:30]2[cH:31][n:32][n:33]([CH:35]3[CH2:36][CH2:37][NH:38][CH2:39][CH2:40]3)[cH:34]2)[O:41]1.[CH3:48][O:49][CH2:50][CH2:51][O:52][CH3:53].[ClH:21].[K+:46].[K+:47].[OH2:54]>>[c:2]1(-[c:30]2[cH:31][n:32][n:33]([CH:35]3[CH2:36][CH2:37][NH:38][CH2:39][CH2:40]3)[cH:34]2)[cH:3][c:4]2[c:5]([n:6][cH:7]1)[nH:8][cH:9][c:10]2[CH:11]([CH3:12])[c:13]1[c:14]([Cl:20])[cH:15][cH:16][cH:17][c:18]1[Cl:19]. Starting materials: CC(C)O, CC(C)(C)OC(=O)n1c(-c2cnc(Cl)o2)cc2cc(F)ccc21, Nc1cccc(O)c1. Product: CC(C)(C)OC(=O)n1c(-c2cnc(Nc3cccc(O)c3)o2)cc2cc(F)ccc21. RXN SMILES: [CH3:32][CH:33]([OH:34])[CH3:35].[Cl:1][c:2]1[o:3][c:4](-[c:7]2[n:8]([C:17](=[O:18])[O:19][C:20]([CH3:21])([CH3:22])[CH3:23])[c:9]3[cH:10][cH:11][c:12]([F:16])[cH:13][c:14]3[cH:15]2)[cH:5][n:6]1.[NH2:24][c:25]1[cH:26][cH:27][cH:28][c:29]([OH:30])[cH:31]1>>[c:2]1([NH:24][c:25]2[cH:26][cH:27][cH:28][c:29]([OH:30])[cH:31]2)[o:3][c:4](-[c:7]2[n:8]([C:17](=[O:18])[O:19][C:20]([CH3:21])([CH3:22])[CH3:23])[c:9]3[cH:10][cH:11][c:12]([F:16])[cH:13][c:14]3[cH:15]2)[cH:5][n:6]1. Reactants: FC(C(O)=C1C(C2=CC=CC=C2CC1)=O)(F)F (3,4-dihydro-2-[2,2,2-trifluoro-1-hydroxyethylidene]-1(2H)-naphthalenone), C1=CC(=CC=C1NN)S(=O)(=O)N.Cl (4-sulfonamidophenylhydrazine hydrochloride), one. Run in C(C)O (ethanol). Yields the product FC(C1=NN(C2=C3C(=CC=C12)C=CC=C3)C3C=CC(=CC3)S(=O)(=O)N)(F)F (4,5-dihydro-4-[3-(trifluoromethyl)-1H-benz[g]indazol-1-yl]benzenesulfonamide). Yield: 71.2%. RXN SMILES: [F:1][C:2]([F:17])([F:16])[C:3](=[C:5]1[CH2:14][CH2:13][C:12]2[C:7](=[CH:8][CH:9]=[CH:10][CH:11]=2)[C:6]1=O)O.[CH:18]1[C:23]([NH:24][NH2:25])=[CH:22][CH:21]=[C:20]([S:26]([NH2:29])(=[O:28])=[O:27])[CH:19]=1.Cl>C(O)C>[F:1][C:2]([F:17])([F:16])[C:3]1[C:5]2[C:6](=[C:7]3[CH:8]=[CH:9][CH:10]=[CH:11][C:12]3=[CH:13][CH:14]=2)[N:24]([CH:23]2[CH2:22][CH:21]=[C:20]([S:26]([NH2:29])(=[O:28])=[O:27])[CH:19]=[CH:18]2)[N:25]=1 |f:1.2|. Procedure: A 100 mL one neck round bottomed flask equipped with reflux condenser, nitrogen inlet and provisions for magnetic stirring was charged with 3,4-dihydro-2-[2,2,2-trifluoro-1-hydroxyethylidene]-1(2H)-naphthalenone from Step 1 (1.21 g, 5.0 mmol), 4-sulfonamidophenylhydrazine hydrochloride (1.12 g, 5.0 mmol) and 25 mL of absolute ethanol. The solution was warmed to reflux for 15 hours, cooled and concentrated in vacuo. The residue was dissolved in ethyl acetate, washed with water and with brine, dri... Reactants: CC1(OC2=CC=C(C=C2C(C1)C=1C(NC=CC1)=O)C(N)=O)C (2,2-dimethyl-4-(1,2-dihydro-2-oxo-3-pyridyl)-6-carbamoylchroman), O=P(Cl)(Cl)Cl (POCl3). Run in ClCCCl (1,2-dichloroethane). Reaction conditions: time 45 minute. Yields the product CC1(OC2=CC=C(C=C2C(C1)C=1C(NC=CC1)=O)C#N)C (2,2-dimethyl-4-(1,2-dihydro-2-oxo-3-pyridyl)-6-cyanochroman). RXN SMILES: [CH3:1][C:2]1([CH3:22])[CH2:11][CH:10]([C:12]2[C:13](=[O:18])[NH:14][CH:15]=[CH:16][CH:17]=2)[C:9]2[C:4](=[CH:5][CH:6]=[C:7]([C:19](=O)[NH2:20])[CH:8]=2)[O:3]1.O=P(Cl)(Cl)Cl>ClCCCl>[CH3:1][C:2]1([CH3:22])[CH2:11][CH:10]([C:12]2[C:13](=[O:18])[NH:14][CH:15]=[CH:16][CH:17]=2)[C:9]2[C:4](=[CH:5][CH:6]=[C:7]([C:19]#[N:20])[CH:8]=2)[O:3]1. Procedure details: A mixture of 2.98 g of 2,2-dimethyl-4-(1,2-dihydro-2-oxo-3-pyridyl)-6-carbamoylchroman,2 ml of POCl3 and 200 ml of 1,2-dichloroethane is boiled for 45 min. Cooling and customary working up gives 2,2-dimethyl-4-(1,2-dihydro-2-oxo-3-pyridyl)-6-cyanochroman, m.p. 174°-175.5°. Starting materials: C1(=C(C=CC=C1)P(C1=C(C=CC=C1)C)C1=C(C=CC=C1)C)C (tri-o-tolylphosphine), C1(=CC=CC=C1)N1C(=NC2=C1C=CC=C2)C2=CC=C(C=C2)Br (1-phenyl-2-(4-bromophenyl)benzimidazole), C1=CC=CC=2C(=CC=3C=CC=4C=CC=CC4C3C21)B(O)O (benzo[c]phenanthrene-5-boronic acid), P(=O)([O-])([O-])[O-].[K+].[K+].[K+] (tripotassium phosphate). The reagents and catalysts are C(C)(=O)[O-].[Pd+2].C(C)(=O)[O-] (palladium(II) acetate). The solvent is C1(=CC=CC=C1)C (toluene), O (water), O1CCOCC1 (dioxane). Yields the product C1(=CC=CC=C1)N1C(=NC2=C1C=CC=C2)C2=CC=CC(=C2)C2=CC=CC1=C2C=CC=2C=CC=3C=CC=CC3C12 (1-phenyl-2-(5-benzo[c]phenanthren-4-yl-phenyl)benzimidazole). Reaction SMILES: C1(C)C=CC=CC=1P(C1C=CC=CC=1C)C1C=CC=CC=1C.[C:23]1([N:29]2[C:33]3[CH:34]=[CH:35][CH:36]=[CH:37][C:32]=3[N:31]=[C:30]2[C:38]2[CH:43]=[CH:42][C:41](Br)=[CH:40][CH:39]=2)[CH:28]=[CH:27][CH:26]=[CH:25][CH:24]=1.[CH:45]1[C:62]2[C:61]3[C:60]4[CH:59]=[CH:58][CH:57]=[CH:56][C:55]=4[CH:54]=[CH:53][C:52]=3[CH:51]=[C:50](B(O)O)[C:49]=2[CH:48]=[CH:47][CH:46]=1.P([O-])([O-])([O-])=O.[K+].[K+].[K+]>C1(C)C=CC=CC=1.C([O-])(=O)C.[Pd+2].C([O-])(=O)C.O.O1CCOCC1>[C:23]1([N:29]2[C:33]3[CH:34]=[CH:35][CH:36]=[CH:37][C:32]=3[N:31]=[C:30]2[C:38]2[CH:43]=[C:42]([C:48]3[C:49]4[CH:50]=[CH:51][C:52]5[CH:53]=[CH:54][C:55]6[CH:56]=[CH:57][CH:58]=[CH:59][C:60]=6[C:61]=5[C:62]=4[CH:45]=[CH:46][CH:47]=3)[CH:41]=[CH:40][CH:39]=2)[CH:28]=[CH:27][CH:26]=[CH:25][CH:24]=1 |f:3.4.5.6,8.9.10|. Reported procedure: 913 mg (3 mmol) of tri-o-tolylphosphine and then 112 mg (0.5 mmol) of palladium(II) acetate are added to a vigorously stirred suspension of 17.5 g (50 mmol) of 1-phenyl-2-(4-bromophenyl)benzimidazole, 14.9 g (55 mmol) of benzo[c]phenanthrene-5-boronic acid and 25.5 g (120 mmol) of tripotassium phosphate in a mixture of 300 ml of toluene, 100 ml of dioxane and 400 ml of water, and the mixture is subsequently heated under reflux for 16 h. After the mixture has been cooled, the precipitated solid i...